From a dataset of the Open Reaction Database (ORD), a public repository of structured organic reaction records. describe an organic reaction: reactants, conditions, products, and yield Yield: 76.9%. Reaction conditions: time 18 hour. The reactants are O(C1=CC=CC=C1)C1=CC=C(C=C1)C1=NN(C2=NC=NC(=C21)N)C2CCNCC2 (3-(4-phenoxyphenyl)-1-(4-piperidyl)-1H-pyrazolo[3,4-d]pyrimidin-4-amine), C([O-])([O-])=O.[K+].[K+] (potassium carbonate), BrCC(=O)OC(C)(C)C (tert-butyl 2-bromoacetate). Procedure: To a mixture of 3-(4-phenoxyphenyl)-1-(4-piperidyl)-1H-pyrazolo[3,4-d]pyrimidin-4-amine (0.10 g, 0.00026 mol, 1 eq.) and potassium carbonate (0.072 g, 0.000526 mol, 2 eq.) in anhydrous N,N-dimethylformamide (8 mL) was added tert-butyl 2-bromoacetate (0.0768 g, 0.00039 mol, 1.5 eq.) at room temperature. The mixture was stirred at room temperature for 18 hours. The solvent was removed under reduced pressure. The residue was dissolved in dichloromethane (5 mL) and washed with water (3 mL). The solv... Solvent: CN(C=O)C (N,N-dimethylformamide). As a reaction SMILES: [O:1]([C:8]1[CH:13]=[CH:12][C:11]([C:14]2[C:22]3[C:17](=[N:18][CH:19]=[N:20][C:21]=3[NH2:23])[N:16]([CH:24]3[CH2:29][CH2:28][NH:27][CH2:26][CH2:25]3)[N:15]=2)=[CH:10][CH:9]=1)[C:2]1[CH:7]=[CH:6][CH:5]=[CH:4][CH:3]=1.C(=O)([O-])[O-].[K+].[K+].Br[CH2:37][C:38]([O:40][C:41]([CH3:44])([CH3:43])[CH3:42])=[O:39]>CN(C)C=O>[NH2:23][C:21]1[N:20]=[CH:19][N:18]=[C:17]2[N:16]([CH:24]3[CH2:29][CH2:28][N:27]([CH2:37][C:38]([O:40][C:41]([CH3:44])([CH3:43])[CH3:42])=[O:39])[CH2:26][CH2:25]3)[N:15]=[C:14]([C:11]3[CH:10]=[CH:9][C:8]([O:1][C:2]4[CH:7]=[CH:6][CH:5]=[CH:4][CH:3]=4)=[CH:13][CH:12]=3)[C:22]=12 |f:1.2.3|. Yields the product NC1=C2C(=NC=N1)N(N=C2C2=CC=C(C=C2)OC2=CC=CC=C2)C2CCN(CC2)CC(=O)OC(C)(C)C (tert-butyl 2-{4-[4-amino-3-(4-phenoxyphenyl)-1H-pyrazolo[3,4-d]pyrimidin-1-yl]piperidino}acetate). Reactants: COC(=O)[C@H]1N(C[C@@H](C1)S(=O)(=O)C1=C(C=CC=C1)Cl)C1=CC(=NN1CCCC1=CC=CC=C1)C ((2S,4R)-4-(2-chlorophenylsulfonyl)-1-(3-methyl-1-(3-phenylpropyl)-1H-pyrazol-5-yl)pyrrolidine-2-carboxylic acid methyl ester), [OH-].[Li+] (lithium hydroxide). Yields the product ClC1=C(C=CC=C1)S(=O)(=O)[C@@H]1C[C@H](N(C1)C1=CC(=NN1CCCC1=CC=CC=C1)C)C(=O)O ((2S,4R)-4-(2-Chlorophenylsulfonyl)-1-(3-methyl-1-(3-phenylpropyl)-1H-pyrazol-5-yl)pyrrolidine-2-carboxylic acid). As a reaction SMILES: C[O:2][C:3]([C@@H:5]1[CH2:9][C@@H:8]([S:10]([C:13]2[CH:18]=[CH:17][CH:16]=[CH:15][C:14]=2[Cl:19])(=[O:12])=[O:11])[CH2:7][N:6]1[C:20]1[N:24]([CH2:25][CH2:26][CH2:27][C:28]2[CH:33]=[CH:32][CH:31]=[CH:30][CH:29]=2)[N:23]=[C:22]([CH3:34])[CH:21]=1)=[O:4].[OH-].[Li+]>>[Cl:19][C:14]1[CH:15]=[CH:16][CH:17]=[CH:18][C:13]=1[S:10]([C@H:8]1[CH2:7][N:6]([C:20]2[N:24]([CH2:25][CH2:26][CH2:27][C:28]3[CH:29]=[CH:30][CH:31]=[CH:32][CH:33]=3)[N:23]=[C:22]([CH3:34])[CH:21]=2)[C@H:5]([C:3]([OH:4])=[O:2])[CH2:9]1)(=[O:12])=[O:11] |f:1.2|. Procedure details: In analogy to the procedure described in example 253e, (2S,4R)-4-(2-chlorophenylsulfonyl)-1-(3-methyl-1-(3-phenylpropyl)-1H-pyrazol-5-yl)pyrrolidine-2-carboxylic acid methyl ester was saponified in the presence of lithium hydroxide to give the title compound as colorless oil which was used in the next step without further purification. MS (ESI): m/z=486.2 [M−H]−.